From a dataset of the Open Reaction Database (ORD), a public repository of structured organic reaction records. describe an organic reaction: reactants, conditions, products, and yield Starting materials: Cc1ccc(CCN=C=S)cc1, CN1CCCC1=O, Cn1c(=O)cc(C(F)(F)F)c2cc(N)ccc21, c1ccncc1. Product: Cc1ccc(CCNC(=S)Nc2ccc3c(c2)c(C(F)(F)F)cc(=O)n3C)cc1. As a reaction SMILES: [CH3:24][c:25]1[cH:26][cH:27][c:28]([CH2:29][CH2:30][N:31]=[C:32]=[S:33])[cH:34][cH:35]1.[CH3:36][N:37]1[CH2:38][CH2:39][CH2:40][C:41]1=[O:42].[NH2:1][c:2]1[cH:3][c:4]2[c:5]([C:14]([F:15])([F:16])[F:17])[cH:6][c:7](=[O:13])[n:8]([CH3:12])[c:9]2[cH:10][cH:11]1.[cH:18]1[cH:19][cH:20][n:21][cH:22][cH:23]1>>[NH:1]([c:2]1[cH:3][c:4]2[c:5]([C:14]([F:15])([F:16])[F:17])[cH:6][c:7](=[O:13])[n:8]([CH3:12])[c:9]2[cH:10][cH:11]1)[C:32]([NH:31][CH2:30][CH2:29][c:28]1[cH:27][cH:26][c:25]([CH3:24])[cH:35][cH:34]1)=[S:33].